Dataset: the Open Reaction Database (ORD), a public repository of structured organic reaction records. Task: describe an organic reaction: reactants, conditions, products, and yield Starting materials: [F-].C(CCC)[N+](CCCC)(CCCC)CCCC (Tetra-n-butylammonium fluoride), O([Si](C)(C)C(C)(C)C)C1CCN(CC1)C1=CC=C(C#N)C=C1 (4-[4-(tert-butyldimethylsiloxy)piperidin-1-yl]benzonitrile). The solvent is C1CCOC1 (THF). Conditions: time 16 hour. The product is OC1CCN(CC1)C1=CC=C(C#N)C=C1 (4-(4-hydroxypiperidin-1-yl)benzonitrile). Yield: 84.9%. RXN SMILES: [F-].C([N+](CCCC)(CCCC)CCCC)CCC.[O:19]([CH:27]1[CH2:32][CH2:31][N:30]([C:33]2[CH:40]=[CH:39][C:36]([C:37]#[N:38])=[CH:35][CH:34]=2)[CH2:29][CH2:28]1)[Si](C(C)(C)C)(C)C>C1COCC1>[OH:19][CH:27]1[CH2:28][CH2:29][N:30]([C:33]2[CH:40]=[CH:39][C:36]([C:37]#[N:38])=[CH:35][CH:34]=2)[CH2:31][CH2:32]1 |f:0.1|. Reported procedure: Tetra-n-butylammonium fluoride (1M) THF solution (10.6 ml, 10.2 mmol) was added to a mixture of 4-[4-(tert-butyldimethylsiloxy)piperidin-1-yl]benzonitrile (2.8 g, 8.85 mmol) prepared in Reference Example 28 in THF (30 ml) while cooling in an ice-bath, and the mixture was stirred at room temperature for 16 hours. The reaction mixture was concentrated under reduced pressure. Water was added to the residue, and the mixture was extracted with ethyl acetate twice. The extract was washed with water an... The reactants are COC1=C(C=C2C(=NC=NC2=C1)NC1=CC=CC=C1)O (7-methoxy-4-phenylamino-quinazolin-6-ol), C(=O)([O-])[O-].[K+].[K+] (K2CO3), C(C=C)Br (allyl bromide). The solvent is CC(=O)C (acetone). Run at temperature 90 celsius, time 4 hour. The product is C(C=C)OC=1C=C2C(=NC=NC2=CC1OC)NC1=CC=CC=C1 ((6-allyloxy-7-methoxy-quinazolin-4-yl)-phenyl-amine). Reaction SMILES: [CH3:1][O:2][C:3]1[CH:12]=[C:11]2[C:6]([C:7]([NH:13][C:14]3[CH:19]=[CH:18][CH:17]=[CH:16][CH:15]=3)=[N:8][CH:9]=[N:10]2)=[CH:5][C:4]=1[OH:20].C([O-])([O-])=O.[K+].[K+].[CH2:27](Br)[CH:28]=[CH2:29]>CC(C)=O>[CH2:29]([O:20][C:4]1[CH:5]=[C:6]2[C:11](=[CH:12][C:3]=1[O:2][CH3:1])[N:10]=[CH:9][N:8]=[C:7]2[NH:13][C:14]1[CH:19]=[CH:18][CH:17]=[CH:16][CH:15]=1)[CH:28]=[CH2:27] |f:1.2.3|. Procedure details: To a solution of 7-methoxy-4-phenylamino-quinazolin-6-ol (0.56 g, 2.1 mmol) (from Example 15, Step B, supra) in acetone (50 mL) was added K2CO3 (1.45 g, 10 mmol), and allyl bromide (0.2 mL, 2.3 mmol) (Aldrich). The reaction mixture was heated with stirring at 90° C. for 4 hours. The mixture was cooled to room temperature, filtered and the filtrate was concentrated. The residue was purified by chromatography using EtOAc/CH2Cl2/Et3N (1:4:0.04) as eluent to give the desired (6-allyloxy-7-methoxy-qu... The reactants are COC1=CC(=NC=C1OC)CSC1=NC2=C(N1)C=CC(=C2)OC(C(F)F)(F)F (2-[(4,5-dimethoxy-2-pyridyl)methylthio]-5-(1,1,2,2-tetrafluoroethoxy)-1H-benzimidazole), solution, ClC=1C=C(C(=O)OO)C=CC1 (m-chloroperoxybenzoic acid). Solvent: C(Cl)Cl (methylene chloride), C(Cl)Cl (methylene chloride). The product is COC1=CC(=NC=C1OC)CS(=O)C1=NC2=C(N1)C=CC(=C2)OC(C(F)F)(F)F (2-[(4,5-Dimethoxy-2-pyridyl)methylsulfinyl]-5-(1,1,2,2-tetrafluoroethoxy)-1H-benzimidazole). Reaction SMILES: [CH3:1][O:2][C:3]1[C:8]([O:9][CH3:10])=[CH:7][N:6]=[C:5]([CH2:11][S:12][C:13]2[NH:17][C:16]3[CH:18]=[CH:19][C:20]([O:22][C:23]([F:28])([F:27])[CH:24]([F:26])[F:25])=[CH:21][C:15]=3[N:14]=2)[CH:4]=1.ClC1C=C(C=CC=1)C(OO)=[O:34]>C(Cl)Cl>[CH3:1][O:2][C:3]1[C:8]([O:9][CH3:10])=[CH:7][N:6]=[C:5]([CH2:11][S:12]([C:13]2[NH:17][C:16]3[CH:18]=[CH:19][C:20]([O:22][C:23]([F:27])([F:28])[CH:24]([F:25])[F:26])=[CH:21][C:15]=3[N:14]=2)=[O:34])[CH:4]=1. Procedure: A solution of the product in methylene chloride is obtained by the procedure described in Example 2 by oxidation of 0.76 g of 2-[(4,5-dimethoxy-2-pyridyl)methylthio]-5-(1,1,2,2-tetrafluoroethoxy)-1H-benzimidazole with 19 ml of a 0.1M solution of m-chloroperoxybenzoic acid in 30 ml of methylene chloride at -40° C., after extraction. After drying the solution over magnesium sulfate, the drying agent is filtered off, the filtrate is concentrated and the residue is crystallized from methylene chlori... The reactants are CC=1N=C(OC1C)S(=O)(=O)C (4,5-dimethyl-2-methylsulphonyloxazole), C(C)NC(C)=O (N-Ethyl-acetamide), solution, C(CCC)[Li] (n-butyl lithium). The solvent is C(CCCCC)OCCCC (butyl hexyl ether), C(CCCCC)OCCCC (butyl hexyl ether), CCCCCC (hexane). Run at time 15 minute. Yields the product C(C)N(C(C)=O)C=1OC(=C(N1)C)C (2-(N-Ethyl-acetamido)-4,5-dimethyloxazole). Reaction SMILES: [CH2:1]([NH:3][C:4](=[O:6])[CH3:5])[CH3:2].C([Li])CCC.[CH3:12][C:13]1[N:14]=[C:15](S(C)(=O)=O)[O:16][C:17]=1[CH3:18]>C(OCCCC)CCCCC.CCCCCC>[CH2:1]([N:3]([C:15]1[O:16][C:17]([CH3:18])=[C:13]([CH3:12])[N:14]=1)[C:4](=[O:6])[CH3:5])[CH3:2]. Procedure: N-Ethyl-acetamide (10.0 g, 0.115 m) in dry butyl hexyl ether (50 ml) was stirred at room temperature under nitrogen during the dropwise addition of a 1.445 M solution of n-butyl lithium in hexane (79.6 ml, 0.115 m). After the addition, the mixture was stirred for 15 minutes and then a solution of 4,5-dimethyl-2-methylsulphonyloxazole (20.0 g, 0.114 m) in dry butyl hexyl ether (50 ml) was added dropwise. The mixture was stirred for 2 hours at room temperature. Isolation of the product and distill... Isolated yield 96.6%. Procedure details: A mixture of 51.9 g (0.15 mol) of dimethyl 3-(3,4-dichlorophenyl)-4,5-isothiazoledicarboxylate and 30 g (0.75 mol) of NaOH in 150 ml of water was held at reflux for 2 hours, was cooled, acidified with HCl, and was extracted with ether several times (total ether volume equals 1300 ml). The ether solution was dried (CaSO4) and concentrated to give 46.12 g of solid. A small sample was recrystallized twice from water and once from ether-dichloroethane to give pure product, m.p. 187.5°-188.5° with de... Solvent: O (water). Product: ClC=1C=C(C=CC1Cl)C1=NSC(=C1C(=O)O)C(=O)O (3-(3,4-Dichlorophenyl)-4,5-Isothiazoledicarboxylic Acid). Reactants: ClC=1C=C(C=CC1Cl)C1=NSC(=C1C(=O)OC)C(=O)OC (dimethyl 3-(3,4-dichlorophenyl)-4,5-isothiazoledicarboxylate), [OH-].[Na+] (NaOH), Cl (HCl). As a reaction SMILES: [Cl:1][C:2]1[CH:3]=[C:4]([C:9]2[C:13]([C:14]([O:16]C)=[O:15])=[C:12]([C:18]([O:20]C)=[O:19])[S:11][N:10]=2)[CH:5]=[CH:6][C:7]=1[Cl:8].[OH-].[Na+].Cl>O>[Cl:1][C:2]1[CH:3]=[C:4]([C:9]2[C:13]([C:14]([OH:16])=[O:15])=[C:12]([C:18]([OH:20])=[O:19])[S:11][N:10]=2)[CH:5]=[CH:6][C:7]=1[Cl:8] |f:1.2|. Reactants: C(#CCCCC)C=1C=C(C=CC1)C=1NC=CN1 (2-(3-hex-1-ynyl-phenyl)-1H-imidazole). Reagents/catalysts: [Pd] (Pd—C). Run in CO (MeOH). The product is C(CCCCC)C=1C=C(C=CC1)C=1NC=CN1 (2-(3-Hexyl-phenyl)-1H-imidazole). Isolated yield 94.6%. RXN SMILES: [C:1]([C:7]1[CH:8]=[C:9]([C:13]2[NH:14][CH:15]=[CH:16][N:17]=2)[CH:10]=[CH:11][CH:12]=1)#[C:2][CH2:3][CH2:4][CH2:5][CH3:6]>CO.[Pd]>[CH2:1]([C:7]1[CH:8]=[C:9]([C:13]2[NH:17][CH:16]=[CH:15][N:14]=2)[CH:10]=[CH:11][CH:12]=1)[CH2:2][CH2:3][CH2:4][CH2:5][CH3:6]. Procedure details: A solution of 6.15 g (27.4 mmol) of 2-(3-hex-1-ynyl-phenyl)-1H-imidazole in 140 ml of MeOH was treated with 1.46 g (1.4 mmol) of Pd—C (10%) and hydrogenated with H2 (1 bar) at RT for 1 hour. After removal the catalyst by filtration, the solvent was evaporated. The residue was purified by flash column chromatography (CH2Cl2/MeOH 1:0 to 98:2) to give 5.92 g (95%) of the title compound as light brown solid. MS: 229.2 (MH+).